This data is from the Open Reaction Database (ORD), a public repository of structured organic reaction records. The task is: describe an organic reaction: reactants, conditions, products, and yield Starting materials: FC1(F)C(F)(F)C1(F)CCBr, CCO, [K+], [OH-], O. Yields the product C=CC1(F)C(F)(F)C1(F)F. Reaction SMILES: [Br:6][CH2:7][CH2:8][C:9]1([F:16])[C:10]([F:14])([F:15])[C:11]1([F:12])[F:13].[CH3:3][CH2:4][OH:5].[K+:2].[OH-:1].[OH2:17]>>[CH2:7]=[CH:8][C:9]1([F:16])[C:10]([F:14])([F:15])[C:11]1([F:12])[F:13]. The solvent is O1CCCC1 (tetrahydrofuran). The product is O=C1CN(CCCN1)C(=O)OC(C)(C)C (tert-Butyl Hexahydro-3-oxo-1H-1,4-diazepine-1-carboxylate). Procedure details: To a solution of methyl N-(3-aminopropyl)-N-(tert-butoxycarbonyl)glycinate (10.2 g) in tetrahydrofuran (THP)/methanol (2/1, 300 mL) was added 1M aqueous lithium hydroxide solution (60 mL). The resultant mixture was stirred at room temperature overnight. An additional 20 ML of 1M aqueous lithium hydroxide solution was added and the mixture was stirred for 6 h. Solvent was removed under reduced pressure, and the residue was dissolved in 50 mL of methanol and 200 mL of toluene and concentrated in v... Conditions: time 6 hour. RXN SMILES: [NH2:1][CH2:2][CH2:3][CH2:4][N:5]([C:11]([O:13][C:14]([CH3:17])([CH3:16])[CH3:15])=[O:12])[CH2:6][C:7](OC)=[O:8].CO.[OH-].[Li+]>O1CCCC1>[O:8]=[C:7]1[NH:1][CH2:2][CH2:3][CH2:4][N:5]([C:11]([O:13][C:14]([CH3:17])([CH3:16])[CH3:15])=[O:12])[CH2:6]1 |f:2.3|. Reactants: NCCCN(CC(=O)OC)C(=O)OC(C)(C)C (methyl N-(3-aminopropyl)-N-(tert-butoxycarbonyl)glycinate), CO (methanol), [OH-].[Li+] (lithium hydroxide), resultant mixture, [OH-].[Li+] (lithium hydroxide). The reactants are NC=1C(=NC2=CC=CC=C2C1CC(C)C)N (3-Amino-4-isobutyl amino quinoline). Run in C(=O)O (formic acid), C(=O)O (formic acid). Run at temperature 112.5 celsius, time 3 hour. Yields the product C(C(C)C)N1C=NC=2C=NC=3C=CC=CC3C21 (1-Isobutyl-1H-imidazo-[4,5-c]-quinoline). Yield: 196.2%. As a reaction SMILES: [NH2:1][C:2]1[C:3](N)=[N:4][C:5]2[C:10]([C:11]=1CC(C)C)=[CH:9][CH:8]=[CH:7][CH:6]=2>C(O)=O>[CH2:5]([N:4]1[C:11]2[C:10]3[CH:9]=[CH:8][CH:7]=[CH:6][C:5]=3[N:4]=[CH:3][C:2]=2[N:1]=[CH:3]1)[CH:10]([CH3:11])[CH3:9]. Procedure: 3-Amino-4-isobutyl amino quinoline (215 gm, 1.0 mole) was dissolved in formic acid (1000 ml) and further refluxed the reaction mass to 110-115° C. Reflux was maintained for 8-10 hrs. After completion of reaction excess formic acid was removed under reduced pressure and 3.5 L of water was added to the concentrated mass. This diluted mass was then basified with 30% NaOH to pH (10 to 11) at 20° C. The reaction mass was further cooled to 10° C. and stirred for further 3 hrs to obtain solid. The soli... Starting materials: BrC1=CC=CC(=N1)\C=N\C1=C(C=CC=C1C(CC)CC)C(CC)CC (N-[(1E)-(6-bromopyridin-2-yl)methylene]-2,6-bis(1-ethylpropyl)aniline), [BH3-]C#N.[Na+] (NaBH3CN), CC(=O)O (AcOH), CO (methanol). Solvent: O (water). The product is BrC1=CC=CC(=N1)CNC1=C(C=CC=C1C(CC)CC)C(CC)CC (N-[(6-Bromopyridin-2-yl)methyl]-2,6-bis(1-ethylpropyl)aniline). As a reaction SMILES: [Br:1][C:2]1[N:7]=[C:6](/[CH:8]=[N:9]/[C:10]2[C:15]([CH:16]([CH2:19][CH3:20])[CH2:17][CH3:18])=[CH:14][CH:13]=[CH:12][C:11]=2[CH:21]([CH2:24][CH3:25])[CH2:22][CH3:23])[CH:5]=[CH:4][CH:3]=1.[BH3-]C#N.[Na+].CC(O)=O.CO>O>[Br:1][C:2]1[N:7]=[C:6]([CH2:8][NH:9][C:10]2[C:15]([CH:16]([CH2:17][CH3:18])[CH2:19][CH3:20])=[CH:14][CH:13]=[CH:12][C:11]=2[CH:21]([CH2:22][CH3:23])[CH2:24][CH3:25])[CH:5]=[CH:4][CH:3]=1 |f:1.2|. Procedure: In argon atmosphere, a mixture of 11.2 g (28 mmol) of N-[(1E)-(6-bromopyridin-2-yl)methylene]-2,6-bis(1-ethylpropyl)aniline, 2.80 g (45 mmol) of NaBH3CN, 1 ml of AcOH and 230 ml of methanol was refluxed for 12 h. The obtained mixture was cooled, poured into 300 ml of water, and then crude product was extracted with 3×200 ml of ethyl acetate. The combined extract was dried over Na2SO4 and evaporated to dryness. Yield 10.3 g (93%) of yellow oil. Anal. calc. for C23H31BrN2: C, 65.50; H, 7.75; N, 6....